Dataset: the Open Reaction Database (ORD), a public repository of structured organic reaction records. Task: describe an organic reaction: reactants, conditions, products, and yield The reactants are FC=1C=NC=2C=CC(N3C2C1C(C3)CN3C[C@H]([C@H](CC3)O)CNC([O-])=O)=O ({(cis-1-[(3-fluoro-7-oxo-4,5-dihydro-7H-pyrrolo[3,2,1-de]-1,5-naphthyridin-4-yl)methyl]-4-hydroxy-3-piperidinyl}methyl)carbamate), FC(C(=O)O)(F)F (trifluoroacetic acid). The solvent is ClCCl (dichloromethane). Run at time 20 minute. The product is NC[C@@H]1CN(CC[C@@H]1O)CC1CN2C=3C1=C(C=NC3C=CC2=O)F (4-{[cis-3-(aminomethyl)-4-hydroxy-1-piperidinyl]methyl}-3-fluoro-4,5-dihydro-7H-pyrrolo[3,2,1-de]-1,5-naphthyridin-7-one). The yield is 59.4%. RXN SMILES: [F:1][C:2]1[CH:3]=[N:4][C:5]2[CH:6]=[CH:7][C:8](=[O:27])[N:9]3[CH2:13][CH:12]([CH2:14][N:15]4[CH2:20][CH2:19][C@H:18]([OH:21])[C@H:17]([CH2:22][NH:23]C(=O)[O-])[CH2:16]4)[C:11]=1[C:10]=23.FC(F)(F)C(O)=O>ClCCl>[NH2:23][CH2:22][C@H:17]1[C@@H:18]([OH:21])[CH2:19][CH2:20][N:15]([CH2:14][CH:12]2[C:11]3=[C:2]([F:1])[CH:3]=[N:4][C:5]4[CH:6]=[CH:7][C:8](=[O:27])[N:9]([C:10]=43)[CH2:13]2)[CH2:16]1. Reported procedure: A suspension of 1,1-dimethylethyl({(cis-1-[(3-fluoro-7-oxo-4,5-dihydro-7H-pyrrolo[3,2,1-de]-1,5-naphthyridin-4-yl)methyl]-4-hydroxy-3-piperidinyl}methyl)carbamate (0.175 g, 0.405 mmol) in dichloromethane (2 ml) was treated with trifluoroacetic acid (1 ml) and stirred at room temperature for 20 min. The reaction mixture was evaporated and then redissolved using a 4:1 dichloromethane:methanol solution. The organic phase was then treated with aqueous sodium bicarbonate solution. The aqueous phase w... The reactants are ClC1=C(C(=CC=C1)Cl)CS(=O)(=O)C=1C=C2/C(/C(NC2=CC1)=O)=C/C1=C(C(=C(N1)C)C(=O)O)C (5-[5-(2,6-dichloro-phenylmethanesulfonyl)-2-oxo-1,2-dihydro-indol-(3Z)-ylidenemethyl]-2,4-dimethyl-1H-pyrrole-3-carboxylic acid), C=1C=CC2=C(C1)N=NN2O (HOBt), CCN=C=NCCCN(C)C.Cl (EDAC.HCl), N1(CCOCC1)C(CN)C (2-morpholin-4-yl-propylamine), TEA. The solvent is CN(C)C=O (DMF). Reaction conditions: time 6 day. Product: N1(CCOCC1)CCCNC(=O)C1=C(NC(=C1C)\C=C\1/C(NC2=CC=C(C=C12)S(=O)(=O)CC1=C(C=CC=C1Cl)Cl)=O)C (5-[5-(2,6-Dichloro-phenylmethanesulfonyl)-2-oxo-1,2-dihydro-indol-(3Z)-ylidenemethyl]-2,4-dimethyl-1H-pyrrole-3-carboxylic acid (3-Morpholin-4-yl-propyl)-amide). As a reaction SMILES: [Cl:1][C:2]1[CH:7]=[CH:6][CH:5]=[C:4]([Cl:8])[C:3]=1[CH2:9][S:10]([C:13]1[CH:14]=[C:15]2[C:19](=[CH:20][CH:21]=1)[NH:18][C:17](=[O:22])/[C:16]/2=[CH:23]\[C:24]1[NH:28][C:27]([CH3:29])=[C:26]([C:30](O)=[O:31])[C:25]=1[CH3:33])(=[O:12])=[O:11].C1C=C[C:37]2[N:42](O)N=N[C:38]=2[CH:39]=1.CCN=C=NCCCN(C)C.Cl.[N:56]1(C(C)CN)[CH2:61][CH2:60][O:59][CH2:58][CH2:57]1>CN(C=O)C>[N:56]1([CH2:39][CH2:38][CH2:37][NH:42][C:30]([C:26]2[C:25]([CH3:33])=[C:24](/[CH:23]=[C:16]3\[C:17](=[O:22])[NH:18][C:19]4[C:15]\3=[CH:14][C:13]([S:10]([CH2:9][C:3]3[C:2]([Cl:1])=[CH:7][CH:6]=[CH:5][C:4]=3[Cl:8])(=[O:12])=[O:11])=[CH:21][CH:20]=4)[NH:28][C:27]=2[CH3:29])=[O:31])[CH2:61][CH2:60][O:59][CH2:58][CH2:57]1 |f:2.3|. Reported procedure: To a mixture of 5-[5-(2,6-dichloro-phenylmethanesulfonyl)-2-oxo-1,2-dihydro-indol-(3Z)-ylidenemethyl]-2,4-dimethyl-1H-pyrrole-3-carboxylic acid (100 mg, 0.19 mmol), HOBt (31 mg, 1.2 eq.), EDAC.HCl (44 mg, 1.2 eq.) and 2-morpholin-4-yl-propylamine (69 mg, 2.5 eq.) in DMF (2 mL) was added TEA (0.066 mL, 2.5 eq.). After stirring at rt for 6 days, the reaction was concentrated, diluted with DCM, washed with sat. NaHCO3 and water, dried, concentrated and purified on a silica gel column to give the ti... The reactants are C(C)OC(=O)C=1NC=CC1 (1H-Pyrrole-2-carboxylic acid ethyl ester), C(C)O (ethanol), [O-]CC.[Na+] (sodium ethoxide), BrBr (bromine). Solvent: C(Cl)(Cl)(Cl)Cl (carbon tetrachloride), C(Cl)(Cl)(Cl)Cl (carbon tetrachloride). Reaction conditions: temperature 25 celsius, time 30 minute. Product: C(C)OC(=O)C=1NC=C(C1)Br (4-bromo-1H-pyrrole-2-carboxylic acid ethyl ester). As a reaction SMILES: [CH2:1]([O:3][C:4]([C:6]1[NH:7][CH:8]=[CH:9][CH:10]=1)=[O:5])[CH3:2].[Br:11]Br.C(O)C.[O-]CC.[Na+]>C(Cl)(Cl)(Cl)Cl>[CH2:1]([O:3][C:4]([C:6]1[NH:7][CH:8]=[C:9]([Br:11])[CH:10]=1)=[O:5])[CH3:2] |f:3.4|. Reported procedure: 1H-Pyrrole-2-carboxylic acid ethyl ester (10 g) was dissolved in carbon tetrachloride (50 ml). A carbon tetrachloride solution (50 ml) of bromine was added dropwise thereto on ice over 30 minutes. The reaction mixture was stirred at 25° C. for one hour. The suspension of reaction mixture was added dropwise to an ethanol solution (100 ml) of 10% sodium ethoxide on ice over 20 minutes. The solvent was concentrated under reduced pressure. The resulting residue was diluted with ethyl acetate (40 ml)... The reactants are C(C)OC(CC(=O)Cl)=O (chlorocarbonyl-acetic acid ethyl ester), C(C1=CC=CC=C1)[C@H]1CN(CCN1)C1=CC(=C(C=C1)OC)OC(C)C (3(S)-benzyl-1-(3-isopropoxy-4-methoxy-phenyl)-piperazine), C(C1=CC=CC=C1)[C@H]1CN(CCN1)C1=CC(=C(C=C1)OC)OC(C)C (3(S)-benzyl-1-(3-isopropoxy-4-methoxy-phenyl)-piperazine). Product: C(C1=CC=CC=C1)[C@@H]1N(CCN(C1)C1=CC(=C(C=C1)OC)OC(C)C)C(CC(=O)O)=O ((S)-3-(2-benzyl-4-(3-isopropoxy-4-methoxyphenyl)piperazin-1-yl)-3-oxopropanoic acid). RXN SMILES: C([O:3][C:4](=[O:9])[CH2:5][C:6](Cl)=[O:7])C.[CH2:10]([C@@H:17]1[NH:22][CH2:21][CH2:20][N:19]([C:23]2[CH:28]=[CH:27][C:26]([O:29][CH3:30])=[C:25]([O:31][CH:32]([CH3:34])[CH3:33])[CH:24]=2)[CH2:18]1)[C:11]1[CH:16]=[CH:15][CH:14]=[CH:13][CH:12]=1>>[CH2:10]([C@H:17]1[CH2:18][N:19]([C:23]2[CH:28]=[CH:27][C:26]([O:29][CH3:30])=[C:25]([O:31][CH:32]([CH3:34])[CH3:33])[CH:24]=2)[CH2:20][CH2:21][N:22]1[C:6](=[O:7])[CH2:5][C:4]([OH:3])=[O:9])[C:11]1[CH:12]=[CH:13][CH:14]=[CH:15][CH:16]=1. Procedure: Prepared by the method outlined for Example 127 using chlorocarbonyl-acetic acid ethyl ester and 3(S)-benzyl-1-(3-isopropoxy-4-methoxy-phenyl)-piperazine (Example 9, Compound 97) as starting materials. Product as an oil. LC/MS (Method B) 2.36 min, [M+1]+439. Reactants: Br[Mg]c1ccccc1, COc1ccc(-c2coc3cc(OCC4CO4)ccc3c2=O)cc1, [I-], C1CCOC1. The product is COc1ccc(-c2coc3cc(OCC(O)Cc4ccccc4)ccc3c2=O)cc1. As a reaction SMILES: [Br:2][Mg:3][c:4]1[cH:5][cH:6][cH:7][cH:8][cH:9]1.[CH3:10][O:11][c:12]1[cH:13][cH:14][c:15](-[c:18]2[cH:19][o:20][c:21]3[cH:22][c:23]([O:29][CH2:30][CH:31]4[O:32][CH2:33]4)[cH:24][cH:25][c:26]3[c:27]2=[O:28])[cH:16][cH:17]1.[I-:1].[O:34]1[CH2:35][CH2:36][CH2:37][CH2:38]1>>[c:4]1([CH2:33][CH:31]([CH2:30][O:29][c:23]2[cH:22][c:21]3[o:20][cH:19][c:18](-[c:15]4[cH:14][cH:13][c:12]([O:11][CH3:10])[cH:17][cH:16]4)[c:27](=[O:28])[c:26]3[cH:25][cH:24]2)[OH:32])[cH:5][cH:6][cH:7][cH:8][cH:9]1. Reactants: CSC(=O)Cl, CCN(C(C)C)C(C)C, ClCCl, NCc1nccnc1Cl, Cl. Yields the product CSC(=O)NCc1nccnc1Cl. Reaction SMILES: [CH3:20][S:21][C:22]([Cl:23])=[O:24].[CH:11]([N:12]([CH2:13][CH3:14])[CH:15]([CH3:16])[CH3:17])([CH3:18])[CH3:19].[Cl:25][CH2:26][Cl:27].[Cl:2][c:3]1[c:4]([CH2:9][NH2:10])[n:5][cH:6][cH:7][n:8]1.[ClH:1]>>[Cl:2][c:3]1[c:4]([CH2:9][NH:10][C:22]([S:21][CH3:20])=[O:24])[n:5][cH:6][cH:7][n:8]1. The reactants are CO (methanol), NC1=NC=2CCC3=C(C2C(N1)=O)C=C(C(=C3)Br)S(=O)(=O)Cl (3-Amino-8-bromo-5,6-dihydrobenzo[f]quinazolin-1(2H)-one-9-sulfonylchloride), C(C)NCC (diethylamine), C(C)(=O)O (acetic acid). Solvent: O (water). The product is NC1=NC=2CCC3=C(C2C(N1)=O)C=C(C(=C3)Br)S(=O)(=O)N(CC)CC (3-amino-8-bromo-N,N-diethyl-5,6-dihydrobenzo[f]quinazolin-1(2H)-one-9-sulfonamide). Yield: 59.0%. As a reaction SMILES: [NH2:1][C:2]1[NH:11][C:10](=[O:12])[C:9]2[C:8]3[CH:13]=[C:14]([S:18](Cl)(=[O:20])=[O:19])[C:15]([Br:17])=[CH:16][C:7]=3[CH2:6][CH2:5][C:4]=2[N:3]=1.[CH2:22]([NH:24][CH2:25][CH3:26])[CH3:23].C(O)(=O)C.CO>O>[NH2:1][C:2]1[NH:11][C:10](=[O:12])[C:9]2[C:8]3[CH:13]=[C:14]([S:18]([N:24]([CH2:25][CH3:26])[CH2:22][CH3:23])(=[O:20])=[O:19])[C:15]([Br:17])=[CH:16][C:7]=3[CH2:6][CH2:5][C:4]=2[N:3]=1. Procedure: 3-Amino-8-bromo-5,6-dihydrobenzo[f]quinazolin-1(2H)-one-9-sulfonylchloride (1.10 g, 2.8 mmole) and diethylamine(5 ml) were dissolved in water(15 ml) and heated to reflux for 30 minutes. The reaction mixture was cooled to room temperature and neutralized with dilute acetic acid. The collected precipitate was suspended in boiling methanol, the suspension allowed to cool, and the solid filtered off and dried under high vacuum to give 3-amino-8-bromo-N,N-diethyl-5,6-dihydrobenzo[f]quinazolin-1(2H)-o...